This data is from the Open Reaction Database (ORD), a public repository of structured organic reaction records. The task is: describe an organic reaction: reactants, conditions, products, and yield RXN SMILES: Cl[C:2]1[C:7]([N+:8]([O-:10])=[O:9])=[CH:6][C:5]([C:11]([F:14])([F:13])[F:12])=[CH:4][C:3]=1[N+:15]([O-:17])=[O:16].[Br:18][C:19]([F:27])([F:26])[C:20]([F:25])([F:24])[C:21]([NH2:23])=[O:22].C(=O)([O-])[O-].[K+].[K+].O>CC(C)=O>[Br:18][C:19]([F:27])([F:26])[C:20]([F:25])([F:24])[C:21]([NH:23][C:2]1[C:7]([N+:8]([O-:10])=[O:9])=[CH:6][C:5]([C:11]([F:14])([F:13])[F:12])=[CH:4][C:3]=1[N+:15]([O-:17])=[O:16])=[O:22] |f:2.3.4|. Starting materials: O (Water), ClC1=C(C=C(C=C1[N+](=O)[O-])C(F)(F)F)[N+](=O)[O-] (2-chloro-1,3-dinitro-5-trifluoromethylbenzene), BrC(C(C(=O)N)(F)F)(F)F (3-bromo-2,2,3,3-tetrafluoropropionamide), C([O-])([O-])=O.[K+].[K+] (potassium carbonate). Yields the product BrC(C(C(=O)NC1=C(C=C(C=C1[N+](=O)[O-])C(F)(F)F)[N+](=O)[O-])(F)F)(F)F (3-bromo-N-(2,6-dinitro-4-trifluoromethylphenyl)-2,2,3,3-tetrafluoropropionamide). Procedure: First, 4.6 g (17 mmol) of 2-chloro-1,3-dinitro-5-trifluoromethylbenzene and 4.0 g (18 mmol) of 3-bromo-2,2,3,3-tetrafluoropropionamide were dissolved in 40 ml of acetone, to which 5.0 g (36 mmol) of potassium carbonate was added, and the mixture was heated under reflux for 4 hours. Water was poured into the reaction mixture, which was extracted with ethyl acetate. The organic layer was dried over anhydrous magnesium sulfate and then concentrated under reduced pressure. The residue was subjected ... Solvent: CC(=O)C (acetone). Reactants: COc1cc(CO)ccc1O, CCCCCCCCCC(=O)O, CCCCCC, O. RXN SMILES: [CH3:13][O:14][c:15]1[cH:16][c:17]([CH2:18][OH:19])[cH:20][cH:21][c:22]1[OH:23].[CH3:1][CH2:2][CH2:3][CH2:4][CH2:5][CH2:6][CH2:7][CH2:8][CH2:9][C:10]([OH:11])=[O:12].[CH3:25][CH2:26][CH2:27][CH2:28][CH2:29][CH3:30].[OH2:24]>>[CH3:1][CH2:2][CH2:3][CH2:4][CH2:5][CH2:6][CH2:7][CH2:8][CH2:9][C:10]([O:11][CH2:18][c:17]1[cH:16][c:15]([O:14][CH3:13])[c:22]([OH:23])[cH:21][cH:20]1)=[O:12]. Product: CCCCCCCCCC(=O)OCc1ccc(O)c(OC)c1. Product: C(C)(=O)O[C@H]1CC[C@H](CC1)O\N=C(/C(=O)O)\C(CCl)=O ((Z)-2-(cis-4-Acetoxycyclohexyloxyimino)-4-chloro-3-oxobutyric acid). The solvent is C(C)(=O)O (acetic acid). Reactants: C(C)(=O)O[C@H]1CC[C@H](CC1)O\N=C(/C(=O)OC(C)(C)C)\C(C)=O (tert-Butyl (Z)-2-(cis-4-Acetoxycyclohexyloxyimino)-3-oxobutyrate), S(=O)(=O)(Cl)Cl (sulphuryl chloride). RXN SMILES: [C:1]([O:4][C@@H:5]1[CH2:10][CH2:9][C@H:8]([O:11]/[N:12]=[C:13](/[C:21](=[O:23])[CH3:22])\[C:14]([O:16]C(C)(C)C)=[O:15])[CH2:7][CH2:6]1)(=[O:3])[CH3:2].S(Cl)([Cl:27])(=O)=O>C(O)(=O)C>[C:1]([O:4][C@@H:5]1[CH2:10][CH2:9][C@H:8]([O:11]/[N:12]=[C:13](/[C:21](=[O:23])[CH2:22][Cl:27])\[C:14]([OH:16])=[O:15])[CH2:7][CH2:6]1)(=[O:3])[CH3:2]. Reported procedure: tert-Butyl (Z)-2-(cis-4-Acetoxycyclohexyloxyimino)-3-oxobutyrate (327 mg, 1 mmol), as prepared in Example 61a, was reacted with sulphuryl chloride (0.8 ml) in glacial acetic acid (2 ml) as described in Example 57d to give the crude title compound. Reactants: C(C)OC1=CC=C(C=CC(=O)O)C=C1 (4-ethoxycinnamic acid), O.O.O.O.O.O.N1CCNCC1 (piperazine hexahydrate), S(=O)(Cl)Cl (thionylchloride), C(C)OC1=CC=C(C=CC(=O)Cl)C=C1 (4-ethoxycinnamoyl chloride), Br (hydrobromic acid). The solvent is C(C)O (ethanol), O1CCCC1 (tetrahydrofuran). Reaction conditions: time 8 hour. Product: C(C)OC1=CC=C(C=CC(=O)N2CCNCC2)C=C1 (4-Ethoxycinnamoylpiperazine). Isolated yield 72.0%. As a reaction SMILES: [CH2:1]([O:3][C:4]1[CH:14]=[CH:13][C:7]([CH:8]=[CH:9][C:10]([OH:12])=O)=[CH:6][CH:5]=1)[CH3:2].S(Cl)(Cl)=O.C(OC1C=CC(C=CC(Cl)=O)=CC=1)C.O.O.O.O.O.O.[NH:39]1[CH2:44][CH2:43][NH:42][CH2:41][CH2:40]1.Br>O1CCCC1.C(O)C>[CH2:1]([O:3][C:4]1[CH:5]=[CH:6][C:7]([CH:8]=[CH:9][C:10]([N:39]2[CH2:44][CH2:43][NH:42][CH2:41][CH2:40]2)=[O:12])=[CH:13][CH:14]=1)[CH3:2] |f:3.4.5.6.7.8.9|. Procedure details: From 11.52 g. of 4-ethoxycinnamic acid and 10.71 g. of thionylchloride was prepared 4-ethoxycinnamoyl chloride, a solution of which in tetrahydrofuran was added gradually to a solution of 23.4 g. of piperazine hexahydrate, 20.67 g. of 47% hydrobromic acid and 90 ml. of ethanol. The resulting mixture was stirred overnight at room temperature and cooled with ice, the forming crystals being filtered off. The filtrate was condensed and treated just as in Reference example 1 to obtain 11.23 g. of the... The reactants are CC(C)(C)NS(=O)(=O)c1cccc(-c2ccc3cnc(O)nn23)c1, CC(C)(C)OC(=O)N1CCC(c2ccc(N)cc2)CC1. Yields the product CC(C)(C)NS(=O)(=O)c1cccc(-c2ccc3cnc(Nc4ccc(C5CCN(C(=O)OC(C)(C)C)CC5)cc4)nn23)c1. As a reaction SMILES: [C:1]([CH3:2])([CH3:3])([CH3:4])[NH:5][S:6](=[O:7])(=[O:8])[c:9]1[cH:10][c:11](-[c:15]2[cH:16][cH:17][c:18]3[cH:19][n:20][c:21]([OH:24])[n:22][n:23]23)[cH:12][cH:13][cH:14]1.[C:25]([CH3:26])([CH3:27])([CH3:28])[O:29][C:30](=[O:31])[N:32]1[CH2:33][CH2:34][CH:35]([c:38]2[cH:39][cH:40][c:41]([NH2:44])[cH:42][cH:43]2)[CH2:36][CH2:37]1>>[C:1]([CH3:2])([CH3:3])([CH3:4])[NH:5][S:6](=[O:7])(=[O:8])[c:9]1[cH:10][c:11](-[c:15]2[cH:16][cH:17][c:18]3[cH:19][n:20][c:21]([NH:44][c:41]4[cH:40][cH:39][c:38]([CH:35]5[CH2:34][CH2:33][N:32]([C:30]([O:29][C:25]([CH3:26])([CH3:27])[CH3:28])=[O:31])[CH2:37][CH2:36]5)[cH:43][cH:42]4)[n:22][n:23]23)[cH:12][cH:13][cH:14]1. Starting materials: ClCCl (dichloromethane), O1C(COC=2N=NC(=CC2)NN=C(C)C)C1 (3-(2,3-epoxypropoxy)-6-isopropylidenehydrazinopyridazine), COC=1C=C(CCN)C=CC1OC (3,4-dimethoxyphenethylamine), C(C)(C)OC(C)C (diisopropyl ether). Conditions: temperature 50 celsius, time 4 hour. The product is Cl.Cl.COC=1C=C(C=CC1OC)CCNCC(COC=1N=NC(=CC1)NN=C(C)C)O ((RS)-3-(3-([2-(3,4-Dimethoxyphenyl)ethyl]amino]-2-hydroxypropoxy]-6-isopropylidenehydrazinopyridazine dihydrochloride). RXN SMILES: [O:1]1[CH2:16][CH:2]1[CH2:3][O:4][C:5]1[N:6]=[N:7][C:8]([NH:11][N:12]=[C:13]([CH3:15])[CH3:14])=[CH:9][CH:10]=1.[CH3:17][O:18][C:19]1[CH:20]=[C:21]([CH:25]=[CH:26][C:27]=1[O:28][CH3:29])[CH2:22][CH2:23][NH2:24].C(OC(C)C)(C)C.[Cl:37]CCl>>[ClH:37].[ClH:37].[CH3:17][O:18][C:19]1[CH:20]=[C:21]([CH2:22][CH2:23][NH:24][CH2:16][CH:2]([OH:1])[CH2:3][O:4][C:5]2[N:6]=[N:7][C:8]([NH:11][N:12]=[C:13]([CH3:15])[CH3:14])=[CH:9][CH:10]=2)[CH:25]=[CH:26][C:27]=1[O:28][CH3:29] |f:4.5.6|. Reported procedure: A mixture of 3-(2,3-epoxypropoxy)-6-isopropylidenehydrazinopyridazine (20 g) and 3,4-dimethoxyphenethylamine (40 ml) was stirred at 50° C for 4 hours. After cooling, the mixture was dissolved in dichloromethane (100 ml) and poured into diisopropyl ether (800 ml). After stirring for 1 hour the precipitate was collected and triturated with diisopropyl ether (400 ml). The collected solid was dissolved in ethanol (300 ml) and 5.4N hydrochloric acid (35 ml) Was added dropwise. The solvent was evapora... Yields the product COC=1C(=NC=CC1)N1CCNCC1 (1-(3-Methoxy-pyridin-2-yl)-piperazine). Run at temperature 115 celsius. Starting materials: ClC1=NC(=CC=C1)OC (2-Chloro-6-methoxypyridine), N1CCNCC1 (piperazine), CN(C=O)C (dimethylformamide). Procedure details: To 966 mg (6.7 mmol) of 2-Chloro-6-methoxypyridine and 2.90 g (34 mmol) of piperazine in a pressure flask was added 3.3 mL dimethylformamide, and the mixture was heated at 115° C. for 5 hours. The solution was allowed to cool before opening the flask, and the resulting slurry was partitioned between ethyl acetate and water. The phases were separated, and the aqueous phase was back-extracted once with ethyl acetate. The combined ethyl acetate phases were washed once with brine, dried over Na2SO4,... RXN SMILES: Cl[C:2]1[CH:7]=[CH:6][CH:5]=[C:4](OC)[N:3]=1.[NH:10]1[CH2:15][CH2:14][NH:13][CH2:12][CH2:11]1.CN(C)[CH:18]=[O:19]>>[CH3:18][O:19][C:5]1[C:4]([N:10]2[CH2:15][CH2:14][NH:13][CH2:12][CH2:11]2)=[N:3][CH:2]=[CH:7][CH:6]=1.